Dataset: the Open Reaction Database (ORD), a public repository of structured organic reaction records. Task: describe an organic reaction: reactants, conditions, products, and yield Reactants: CCC(C)C (isopentane), CCCCC (n-pentane), hydrocarbons. Run at temperature 150 fahrenheit. The product is CCC (propane), CC(C)C (isobutane), CCCC (n-butane), C6. RXN SMILES: [CH3:1][CH2:2][CH:3]([CH3:5])[CH3:4].[CH3:6][CH2:7][CH2:8][CH2:9]C>>[CH3:1][CH2:2][CH3:3].[CH3:2][CH:3]([CH3:5])[CH3:4].[CH3:6][CH2:7][CH2:8][CH3:9]. Procedure: Referring then to the drawing, there is shown an isostripper column 3. The isostripper column is typically operated at fractionation conditions including a bottom temperature of from about 350° to about 390° F., a top temperature of from about 125° to about 150° F., a bottom pressure of from about 155 to about 165 psig., and a top pressure of from about 145 to about 155 psig. In the present example, an alkylation reaction zone effluent stream, at a temperature of about 100° F., is charged to a h... The reactants are ClCC(=O)NC1=CC2=C(N=C(OC2)NC2COC3=C2C(=CC=C3)OC)C=C1 (rac-2-Chloro-N-[2-(4-methoxy-2,3-dihydro-benzofuran-3-ylamino)-4H-benzo[d][1,3]oxazin-6-yl]-acetamide), C(C)(C)N1CCNCC1 (1-(isopropyl)piperazine). Product: C(C)(C)N1CCN(CC1)CC(=O)NC1=CC2=C(N=C(OC2)NC2COC3=C2C(=CC=C3)OC)C=C1 (rac-2-(4-Isopropyl-piperazin-1-yl)-N-[2-(4-methoxy-2,3-dihydro-benzofuran-3-ylamino)-4H-benzo[d][1,3]oxazin-6-yl]-acetamide). The yield is 72.7%. RXN SMILES: Cl[CH2:2][C:3]([NH:5][C:6]1[CH:27]=[CH:26][C:9]2[N:10]=[C:11]([NH:14][CH:15]3[C:19]4[C:20]([O:24][CH3:25])=[CH:21][CH:22]=[CH:23][C:18]=4[O:17][CH2:16]3)[O:12][CH2:13][C:8]=2[CH:7]=1)=[O:4].[CH:28]([N:31]1[CH2:36][CH2:35][NH:34][CH2:33][CH2:32]1)([CH3:30])[CH3:29]>>[CH:28]([N:31]1[CH2:36][CH2:35][N:34]([CH2:2][C:3]([NH:5][C:6]2[CH:27]=[CH:26][C:9]3[N:10]=[C:11]([NH:14][CH:15]4[C:19]5[C:20]([O:24][CH3:25])=[CH:21][CH:22]=[CH:23][C:18]=5[O:17][CH2:16]4)[O:12][CH2:13][C:8]=3[CH:7]=2)=[O:4])[CH2:33][CH2:32]1)([CH3:30])[CH3:29]. Reported procedure: Prepared from rac-2-chloro-N-[2-(4-methoxy-2,3-dihydro-benzofuran-3-ylamino)-4H-benzo[d][1,3]oxazin-6-yl]-acetamide (Example 8) (50 mg, 0.129 mmol) and 1-(isopropyl)piperazine (330 mg, 2.578 mmol) according to the procedure described for Example 3 step B (here the reaction was sonicated for 2 min, which already lead to complete conversion). Obtained the title compound as a white solid (45 mg, 73%), MS (ISP) m/e=480.3 [(M+H)+]. Starting materials: O.C(C=O)(=O)OCC(Cl)(Cl)Cl (2,2,2-trichloroethyl glyoxylate monohydrate), C1(=CC=CC=C1)P(C1=CC=CC=C1)(C1=CC=CC=C1)=CC=1CS[C@H]2N(C1C(=O)OC(C1=CC=CC=C1)C1=CC=CC=C1)C([C@H]2NC(CC=2SC=CC2)=O)=O (diphenylmethyl 3-(triphenylphosphoranylidenemethyl)-7β-(2-thienylacetamido)ceph-3-em-4-carboxylate). Solvent: C(Cl)Cl (methylene chloride). Yields the product ClC(COC(=O)C=CC=1CS[C@H]2N(C1C(=O)OC(C1=CC=CC=C1)C1=CC=CC=C1)C([C@H]2NC(CC=2SC=CC2)=O)=O)(Cl)Cl (Diphenylmethyl 3-(2,2,2-Trichloroethoxycarbonylvinyl)-7β-(2-thienylacetamido)ceph-3-em-4-carboxylate). Yield: 47.0%. RXN SMILES: O.[C:2]([O:6][CH2:7][C:8]([Cl:11])([Cl:10])[Cl:9])(=[O:5])[CH:3]=O.C1(P(=[CH:31][C:32]2[CH2:33][S:34][C@@H:35]3[C@H:55]([NH:56][C:57](=[O:64])[CH2:58][C:59]4[S:60][CH:61]=[CH:62][CH:63]=4)[C:54](=[O:65])[N:36]3[C:37]=2[C:38]([O:40][CH:41]([C:48]2[CH:53]=[CH:52][CH:51]=[CH:50][CH:49]=2)[C:42]2[CH:47]=[CH:46][CH:45]=[CH:44][CH:43]=2)=[O:39])(C2C=CC=CC=2)C2C=CC=CC=2)C=CC=CC=1>C(Cl)Cl>[Cl:11][C:8]([Cl:9])([Cl:10])[CH2:7][O:6][C:2]([CH:3]=[CH:31][C:32]1[CH2:33][S:34][C@@H:35]2[C@H:55]([NH:56][C:57](=[O:64])[CH2:58][C:59]3[S:60][CH:61]=[CH:62][CH:63]=3)[C:54](=[O:65])[N:36]2[C:37]=1[C:38]([O:40][CH:41]([C:48]1[CH:53]=[CH:52][CH:51]=[CH:50][CH:49]=1)[C:42]1[CH:43]=[CH:44][CH:45]=[CH:46][CH:47]=1)=[O:39])=[O:5] |f:0.1|. Procedure details: A suspension of 2,2,2-trichloroethyl glyoxylate monohydrate (435 mg., 1.86 mmole) in dry methylene chloride (25 ml.) was stirred at 23° and treated, over 10 minutes, with diphenylmethyl 3-(triphenylphosphoranylidenemethyl)-7β-(2-thienylacetamido)ceph-3-em-4-carboxylate (765 mg., 1 mmole). After stirring for 45 minutes, the solvent was removed in vacuo and the residue was extracted with ethyl acetate (50 ml.); the insoluble material was filtered off and the filtrate was washed well with water (2 ... Starting materials: NC1=NN=C(N1CC1=CC=C(C=C1)C1=C(C=CC=C1)C#N)CCCC (3-amino-5-butyl-4-[(2'-cyanobiphenyl-4-yl)methyl]-4H-1,2,4-triazole), BrCC(CC)=O (1-bromo-2-butanone). Procedure details: Reaction of 3-amino-5-butyl-4-[(2'-cyanobiphenyl-4-yl)methyl]-4H-1,2,4-triazole (from Example 1, Step D) with 1-bromo-2-butanone according to the procedure of Example 1, Step E, gave a quantitative yield of the title compound as a white solid, mp 221°-224° C. Product: [Br-].NC=1N(C(=N[N+]1CC(CC)=O)CCCC)CC1=CC=C(C=C1)C1=C(C=CC=C1)C#N (5-Amino-3-butyl-4-[(2'-cyanobiphenyl-4-yl)-methyl]-1-(2-oxo-1-butyl)-4H-1,2,4-triazolium bromide). As a reaction SMILES: [NH2:1][C:2]1[N:6]([CH2:7][C:8]2[CH:13]=[CH:12][C:11]([C:14]3[CH:19]=[CH:18][CH:17]=[CH:16][C:15]=3[C:20]#[N:21])=[CH:10][CH:9]=2)[C:5]([CH2:22][CH2:23][CH2:24][CH3:25])=[N:4][N:3]=1.[Br:26][CH2:27][C:28](=[O:31])[CH2:29][CH3:30]>>[Br-:26].[NH2:1][C:2]1[N:6]([CH2:7][C:8]2[CH:9]=[CH:10][C:11]([C:14]3[CH:19]=[CH:18][CH:17]=[CH:16][C:15]=3[C:20]#[N:21])=[CH:12][CH:13]=2)[C:5]([CH2:22][CH2:23][CH2:24][CH3:25])=[N:4][N+:3]=1[CH2:27][C:28](=[O:31])[CH2:29][CH3:30] |f:2.3|. Reactants: CC1=C(C#N)C=C(C=C1)C1=CC=CC=C1 (2-methyl-5-phenylbenzonitrile), suspension, O.N (ammonia water), suspension, C(C)O (ethanol), C(C)O (ethanol), O.N (ammonia water). Reagents/catalysts: [Ni] (Raney nickel), [Ni] (Raney nickel). Run in O1CCOCC1 (1,4-dioxane), O (water), O (water). Run at time 8 hour. Yields the product CC1=C(CN)C=C(C=C1)C1=CC=CC=C1 (2-methyl-5-phenylbenzylamine). Isolated yield 93.3%. Reaction SMILES: [CH3:1][C:2]1[CH:9]=[CH:8][C:7]([C:10]2[CH:15]=[CH:14][CH:13]=[CH:12][CH:11]=2)=[CH:6][C:3]=1[C:4]#[N:5].C(O)C.O.N>O1CCOCC1.[Ni].O>[CH3:1][C:2]1[CH:9]=[CH:8][C:7]([C:10]2[CH:15]=[CH:14][CH:13]=[CH:12][CH:11]=2)=[CH:6][C:3]=1[CH2:4][NH2:5] |f:2.3|. Reported procedure: 4.46 g (23.1 mmol) of 2-methyl-5-phenylbenzonitrile was dissolved in 26 ml of 1,4-dioxane and to this was added 5 ml of ethanol. To this solution was added 9 ml of 28 wt % ammonia water, and 3 g of a suspension of Raney nickel W2 (manufactured by Aldrich; 50 wt % in water). This mixture was stirred for 8 hours at room temperature under hydrogen atmosphere. To this mixture was further added 2 g of a suspension of Raney nickel W2 (manufactured by Aldrich; 50 wt % in water), 8 ml of 28 wt % ammonia...